From a dataset of the Open Reaction Database (ORD), a public repository of structured organic reaction records. describe an organic reaction: reactants, conditions, products, and yield The reactants are ClC1=NC2=CC=C(C=C2N=C1N(C(C)C)C)C(=O)OC (methyl 2-chloro-3-[methyl(propan-2-yl)amino]quinoxaline-6-carboxylate), CC1(C(OB(O1)C1=CN(C=C1)[Si](C(C)C)(C(C)C)C(C)C)(C)C)C (3-(tetramethyl-1,3,2-dioxaborolan-2-yl)-1-[tris(propan-2-yl)silyl]-1H-pyrrole), C([O-])([O-])=O.[Na+].[Na+] (sodium carbonate). Reagents/catalysts: O (water), C=1C=CC(=CC1)[P](C=2C=CC=CC2)(C=3C=CC=CC3)[Pd]([P](C=4C=CC=CC4)(C=5C=CC=CC5)C=6C=CC=CC6)([P](C=7C=CC=CC7)(C=8C=CC=CC8)C=9C=CC=CC9)[P](C=1C=CC=CC1)(C=1C=CC=CC1)C=1C=CC=CC1 (Pd(PPh3)4). Solvent: O1CCOCC1 (1,4-dioxane). Conditions: temperature 90 celsius, time 1 hour. The product is CN(C=1C(=NC2=CC=C(C=C2N1)C(=O)OC)C1=CN(C=C1)[Si](C(C)C)(C(C)C)C(C)C)C(C)C (methyl 3-[methyl(propan-2-yl)amino]-2-[1-[tris(propan-2-yl)silyl]-1H-pyrrol-3-yl]quinoxaline-6-carboxylate). The yield is 53.0%. RXN SMILES: Cl[C:2]1[C:11]([N:12]([CH3:16])[CH:13]([CH3:15])[CH3:14])=[N:10][C:9]2[C:4](=[CH:5][CH:6]=[C:7]([C:17]([O:19][CH3:20])=[O:18])[CH:8]=2)[N:3]=1.CC1(C)OB([C:27]2[CH:31]=[CH:30][N:29]([Si:32]([CH:39]([CH3:41])[CH3:40])([CH:36]([CH3:38])[CH3:37])[CH:33]([CH3:35])[CH3:34])[CH:28]=2)OC1(C)C.C(=O)([O-])[O-].[Na+].[Na+]>O1CCOCC1.O.C1C=CC([P]([Pd]([P](C2C=CC=CC=2)(C2C=CC=CC=2)C2C=CC=CC=2)([P](C2C=CC=CC=2)(C2C=CC=CC=2)C2C=CC=CC=2)[P](C2C=CC=CC=2)(C2C=CC=CC=2)C2C=CC=CC=2)(C2C=CC=CC=2)C2C=CC=CC=2)=CC=1>[CH3:16][N:12]([CH:13]([CH3:15])[CH3:14])[C:11]1[C:2]([C:27]2[CH:31]=[CH:30][N:29]([Si:32]([CH:36]([CH3:38])[CH3:37])([CH:39]([CH3:41])[CH3:40])[CH:33]([CH3:34])[CH3:35])[CH:28]=2)=[N:3][C:4]2[C:9]([N:10]=1)=[CH:8][C:7]([C:17]([O:19][CH3:20])=[O:18])=[CH:6][CH:5]=2 |f:2.3.4,^1:61,63,82,101|. Procedure: To a solution of methyl 2-chloro-3-[methyl(propan-2-yl)amino]quinoxaline-6-carboxylate (150 mg, 0.51 mmol) in 1,4-dioxane (5.0 mL) and water (3 drops) was added 3-(tetramethyl-1,3,2-dioxaborolan-2-yl)-1-[tris(propan-2-yl)silyl]-1H-pyrrole (356 mg, 1.02 mmol), Pd(PPh3)4 (29.4 mg, 0.03 mmol), and sodium carbonate (108.1 mg, 1.01 mmol) with stirring for 1 hour at 90° C. under an atmosphere of nitrogen. The resulting mixture was concentrated under vacuum to give a residue, which was purified by sili...